Dataset: the Open Reaction Database (ORD), a public repository of structured organic reaction records. Task: describe an organic reaction: reactants, conditions, products, and yield Reactants: CC1=C(C(=O)O)C=C(C=C1)[N+](=O)[O-] (2-methyl-5-nitrobenzoic acid), OS(=O)(=O)O (H2SO4), CO (MeOH). The product is COC(C1=C(C=CC(=C1)[N+](=O)[O-])C)=O (2-methyl-5-nitro-benzoic acid methyl ester). Yield: 99.0%. As a reaction SMILES: [CH3:1][C:2]1[CH:10]=[CH:9][C:8]([N+:11]([O-:13])=[O:12])=[CH:7][C:3]=1[C:4]([OH:6])=[O:5].OS(O)(=O)=O.[CH3:19]O>>[CH3:19][O:5][C:4](=[O:6])[C:3]1[CH:7]=[C:8]([N+:11]([O-:13])=[O:12])[CH:9]=[CH:10][C:2]=1[CH3:1]. Procedure details: A solution of 2-methyl-5-nitrobenzoic acid (1.51 g, 8.34 mmol) and H2SO4 (catalytic) in MeOH (20 mL) was heated at reflux for 17 h, then concentrated in vacuo. The residue was dissolved in CH2Cl2 (40 mL), washed with saturated NaHCO3(aq) (30 mL), then dried (MgSO4) and concentrated in vacuo to give yellow crystals (1.62 g, 99%). 1H NMR (CDCl3) δ 2.72 (s, 3H), 3.96 (s, 3H), 7.44 (d, 1H, J=8.7 Hz), 8.24 (dd, 1H, J=8.7, 2.7 Hz), 8.78 (d, 1H, J=2.7 Hz). The reactants are C(=O)=O (dry ice), N-[1-(9,10 dihydro-9,10 dioxo)anthracenyl]-N'-(1-methylethyl)imido dicarbonimidic diamide hydrochloride, Cl (hydrochloric acid), N-[1-(9,10 dihydro-9,10 dioxo)anthracenyl]-N'-(1-methylethyl)imido dicarbonimidic diamide hydrochloride, C(C)(C)N (isopropyl amine), [N-](C#N)C#N.[Na+] (sodium dicyanamide). Run in CC(=O)C (acetone), C(CCC)O (1-butanol). Product: C(#N)NC(=N)NC(C)C (N-cyano-N'-isopropylguanidine). Yield: 97.2%. As a reaction SMILES: [CH:1]([NH2:4])([CH3:3])[CH3:2].C(=O)=O.Cl.[N-:9]([C:12]#[N:13])[C:10]#[N:11].[Na+]>C(O)CCC.CC(C)=O>[C:10]([NH:9][C:12]([NH:4][CH:1]([CH3:3])[CH3:2])=[NH:13])#[N:11] |f:3.4|. Procedure details: All the above-named compounds except N-[1-(9,10 dihydro-9,10 dioxo)anthracenyl]-N'-(1-methylethyl)imido dicarbonimidic diamide hydrochloride are commercially available. N-[1-(9,10 dihydro-9,10 dioxo)anthracenyl]-N'-(1-methylethyl)imido dicarbonimidic diamide hydrochloride, however, is a novel compound and was synthesized as follows: A three liter round bottomed flask was charged with 18.2 g (3.09 mole) of isopropyl amine. After cooling the flask to -70° C. in a dry ice and acetone bath, 304.5 g ... Procedure details: The title compound was prepared analogously to Intermediate B by replacing 1-bromo-3-chlorobenzene with 1-bromo-3-(trifluoromethyl)benzene; The reactants are NCCN1C=C2N(C(N(C(C2=C1C1=CC(=CC=C1)Cl)=O)C)=O)C (6-(2-Amino-ethyl)-5-(3-chloro-phenyl)-1,3-dimethyl-1,6-dihydro-pyrrolo[3,4-d]pyrimidine-2,4-dione), BrC1=CC(=CC=C1)C(F)(F)F (1-bromo-3-(trifluoromethyl)benzene). The product is NCCN1C=C2N(C(N(C(C2=C1C1=CC(=CC=C1)C(F)(F)F)=O)C)=O)C (6-(2-Aminoethyl)-1,3-dimethyl-5-(3-(trifluoromethyl)phenyl)-1H-pyrrolo[3,4-d]pyrimidine-2,4(3H,6H)-dione). Reaction SMILES: [NH2:1][CH2:2][CH2:3][N:4]1[C:12]([C:13]2[CH:18]=[CH:17][CH:16]=[C:15](Cl)[CH:14]=2)=[C:11]2[C:6]([N:7]([CH3:23])[C:8](=[O:22])[N:9]([CH3:21])[C:10]2=[O:20])=[CH:5]1.BrC1C=CC=C([C:31]([F:34])([F:33])[F:32])C=1>>[NH2:1][CH2:2][CH2:3][N:4]1[C:12]([C:13]2[CH:18]=[CH:17][CH:16]=[C:15]([C:31]([F:34])([F:33])[F:32])[CH:14]=2)=[C:11]2[C:6]([N:7]([CH3:23])[C:8](=[O:22])[N:9]([CH3:21])[C:10]2=[O:20])=[CH:5]1. RXN SMILES: [CH3:39][CH2:40][O:41][C:42]([CH3:43])=[O:44].[ClH:45].[NH2:1][C:2]([CH:3]([CH2:4][CH2:5][C:6](=[O:7])[O:8][CH3:9])[N:10]1[C:11](=[O:37])[c:12]2[cH:13][cH:14][cH:15][c:16]([O:19][CH2:20][c:21]3[cH:22][cH:23][c:24]([CH2:27][n:28]4[cH:29][n:30][c:31]([C:33]([CH3:34])([CH3:35])[CH3:36])[cH:32]4)[cH:25][cH:26]3)[c:17]2[CH2:18]1)=[O:38].[Na+:50].[O-:46][C:47]([OH:48])=[O:49].[O:51]1[CH2:52][CH2:53][CH2:54][CH2:55]1>>[NH:1]1[C:2](=[O:38])[CH:3]([N:10]2[C:11](=[O:37])[c:12]3[cH:13][cH:14][cH:15][c:16]([O:19][CH2:20][c:21]4[cH:22][cH:23][c:24]([CH2:27][n:28]5[cH:29][n:30][c:31]([C:33]([CH3:34])([CH3:35])[CH3:36])[cH:32]5)[cH:25][cH:26]4)[c:17]3[CH2:18]2)[CH2:4][CH2:5][C:6]1=[O:7]. The product is CC(C)(C)c1cn(Cc2ccc(COc3cccc4c3CN(C3CCC(=O)NC3=O)C4=O)cc2)cn1. Starting materials: CCOC(C)=O, Cl, COC(=O)CCC(C(N)=O)N1Cc2c(OCc3ccc(Cn4cnc(C(C)(C)C)c4)cc3)cccc2C1=O, [Na+], O=C([O-])O, C1CCOC1. Reactants: BrCBr, CCOCC, CC(=O)Cl, CN(C)C=O, COc1cc(C=O)cc(OC)c1, [Cl-], [NH4+], [Zn]. Product: C=Cc1cc(OC)cc(OC)c1. As a reaction SMILES: [Br:29][CH2:30][Br:31].[CH3:19][CH2:20][O:21][CH2:22][CH3:23].[CH3:1][C:2](=[O:3])[Cl:4].[CH3:24][N:25]([CH3:26])[CH:27]=[O:28].[CH3:5][O:6][c:7]1[cH:8][c:9]([CH:10]=[O:11])[cH:12][c:13]([O:15][CH3:16])[cH:14]1.[Cl-:17].[NH4+:18].[Zn:32]>>[CH2:1]=[CH:10][c:9]1[cH:8][c:7]([O:6][CH3:5])[cH:14][c:13]([O:15][CH3:16])[cH:12]1. The reagents and catalysts are C1=CC=C(C=C1)P([C-]2C=CC=C2)C3=CC=CC=C3.C1=CC=C(C=C1)P([C-]2C=CC=C2)C3=CC=CC=C3.Cl[Pd]Cl.[Fe+2] ([1,1′-bis(diphenylphosphino)ferrocene]palladium(II) chloride). Starting materials: C([O-])([O-])=O.[Na+].[Na+] (sodium carbonate), ClCCl (dichloromethane), ClC=1C=C2C(=CNC2=CC1)CCNC(C1=CC(=CC=C1)CCl)=O (N-(2-(5-chloro-1H-indol-3-yl)ethyl)-3-(chloromethyl)benzamide), S1C(=CC=C1)B(O)O (thiophen-2-ylboronic acid), [I-].[Na+] (sodium iodide). Procedure details: N-(2-(5-Chloro-1H-indol-3-yl)ethyl)-3-(thiophen-2-ylmethyl)benzamide was prepared according to method B with N-(2-(5-chloro-1H-indol-3-yl)ethyl)-3-(chloromethyl)benzamide (0.080 g; 0.230 mmol), thiophen-2-ylboronic acid (0.031 g; 0.241 mmol), [1,1′-bis(diphenylphosphino)ferrocene]palladium(II) chloride, complex with dichloromethane (0.018 g; 0.023 mmol), sodium carbonate (0.049 g; 0.461 mmol), sodium iodide (0.069 g; 0.461 mmol), in dimethoxyethane (3 mL) and water (1 mL), irradiated in a microw... The yield is 25.3%. Product: eluent, ClC=1C=C2C(=CNC2=CC1)CCNC(C1=CC(=CC=C1)CC=1SC=CC1)=O (N-(2-(5-Chloro-1H-indol-3-yl)ethyl)-3-(thiophen-2-ylmethyl)benzamide). As a reaction SMILES: [Cl:1][C:2]1[CH:3]=[C:4]2[C:8](=[CH:9][CH:10]=1)[NH:7][CH:6]=[C:5]2[CH2:11][CH2:12][NH:13][C:14](=[O:23])[C:15]1[CH:20]=[CH:19][CH:18]=[C:17]([CH2:21]Cl)[CH:16]=1.[S:24]1[CH:28]=[CH:27][CH:26]=[C:25]1B(O)O.ClCCl.C(=O)([O-])[O-].[Na+].[Na+].[I-].[Na+]>C(COC)OC.O.C1C=CC(P(C2C=CC=CC=2)[C-]2C=CC=C2)=CC=1.C1C=CC(P(C2C=CC=CC=2)[C-]2C=CC=C2)=CC=1.Cl[Pd]Cl.[Fe+2]>[Cl:1][C:2]1[CH:3]=[C:4]2[C:8](=[CH:9][CH:10]=1)[NH:7][CH:6]=[C:5]2[CH2:11][CH2:12][NH:13][C:14](=[O:23])[C:15]1[CH:20]=[CH:19][CH:18]=[C:17]([CH2:21][C:25]2[S:24][CH:28]=[CH:27][CH:26]=2)[CH:16]=1 |f:3.4.5,6.7,10.11.12.13|. Solvent: O (water), C(OC)COC (dimethoxyethane). The reactants are C[P+](C)(C)CC#N, CCC#N, CCN(C(C)C)C(C)C, Clc1ccc(N2CCNCC2)cc1, Cl, [I-], O, CN1CC(=O)Nc2cc(CO)cnc21. Product: CN1CC(=O)Nc2cc(CN3CCN(c4ccc(Cl)cc4)CC3)cnc21. Reaction SMILES: [C:16]([CH2:17][P+:18]([CH3:19])([CH3:20])[CH3:21])#[N:22].[C:46](#[N:47])[CH2:48][CH3:49].[CH2:23]([N:24]([CH:25]([CH3:26])[CH3:27])[CH:28]([CH3:29])[CH3:30])[CH3:31].[Cl:33][c:34]1[cH:35][cH:36][c:37]([N:40]2[CH2:41][CH2:42][NH:43][CH2:44][CH2:45]2)[cH:38][cH:39]1.[ClH:32].[I-:15].[OH2:50].[OH:1][CH2:2][c:3]1[cH:4][c:5]2[c:6]([n:13][cH:14]1)[N:7]([CH3:12])[CH2:8][C:9](=[O:11])[NH:10]2>>[CH2:2]([c:3]1[cH:4][c:5]2[c:6]([n:13][cH:14]1)[N:7]([CH3:12])[CH2:8][C:9](=[O:11])[NH:10]2)[N:43]1[CH2:42][CH2:41][N:40]([c:37]2[cH:36][cH:35][c:34]([Cl:33])[cH:39][cH:38]2)[CH2:45][CH2:44]1.